Task: describe an organic reaction: reactants, conditions, products, and yield. Dataset: the Open Reaction Database (ORD), a public repository of structured organic reaction records Isolated yield 91.0%. Starting materials: C(CC)C=1CC(CC1)O ((RS)-3-propyl-3-cyclopenten-1-ol), Cl\C(=C/[C@H]1C([C@H]1C(=O)Cl)(C)C)\C(F)(F)F ((1RS)-cis-3-(Z-2-chloro-3,3,3-trifluoro-1-propenyl)-2,2-dimethylcyclopropanecarbonyl chloride), CC1([C@H]([C@H]1C=C(Cl)Cl)C(=O)Cl)C ((1RS)-cis-2,2-dimethyl-3-(2,2-dichlorovinyl)cyclopropanecarbonyl chloride), C(C)C=1CC(CC1C)O ((RS)-3-ethyl-4-methyl-3-cyclopenten-1-ol). Reaction SMILES: [CH2:1]([C:4]1[CH2:5][CH:6]([OH:9])[CH2:7][CH:8]=1)[CH2:2][CH3:3].CC1(C)[C@H](C=C(Cl)Cl)[C@@H]1C(Cl)=O.C(C1CC(O)CC=1C)C.[Cl:31]/[C:32](/[C:42]([F:45])([F:44])[F:43])=[CH:33]\[C@@H:34]1[C@H:36]([C:37](Cl)=[O:38])[C:35]1([CH3:41])[CH3:40]>>[Cl:31]/[C:32](/[C:42]([F:43])([F:44])[F:45])=[CH:33]\[C@@H:34]1[C@H:36]([C:37]([O:9][CH:6]2[CH2:7][CH:8]=[C:4]([CH2:1][CH2:2][CH3:3])[CH2:5]2)=[O:38])[C:35]1([CH3:41])[CH3:40]. Reported procedure: (RS)-3-propyl-3-cyclopenten-1-ol (500 mg) and (1RS)-cis-2,2-dimethyl-3-(2,2-dichlorovinyl)cyclopropanecarbonyl chloride (902 mg) were respectively used instead of (RS)-3-ethyl-4-methyl-3-cyclopenten-1-ol and (1RS)-cis-3-(Z-2-chloro-3,3,3-trifluoro-1-propenyl)-2,2-dimethylcyclopropanecarbonyl chloride used in Example 1 above and the reaction procedures were carried out in the same manner as in Example 1 to afford 1150 mg of (RS)-3-propyl-3-cyclopentenyl (1RS)-cis-3-(Z-2-chloro-3,3,3-trifluoro-1-p... Yields the product Cl\C(=C/[C@H]1C([C@H]1C(=O)OC1CC(=CC1)CCC)(C)C)\C(F)(F)F ((RS)-3-propyl-3-cyclopentenyl (1RS)-cis-3-(Z-2-chloro-3,3,3-trifluoro-1-propenyl)-2,2-dimethylcyclopropanecarboxylate).